This data is from the Open Reaction Database (ORD), a public repository of structured organic reaction records. The task is: describe an organic reaction: reactants, conditions, products, and yield The reactants are ClCCl (dichloromethane), IC1=NNC2=NC=NC(=C21)N (3-iodo-1H-pyrazolo[3,4-d]pyrimidin-4-amine), ClC1=C(C=C(C=C1)OC)B(O)O (2-chloro-5-methoxyphenyl boronic acid), C([O-])([O-])=O.[Na+].[Na+] (sodium carbonate), Tetrakis triphenylphosphine Palladium. The solvent is CN(C)C=O (DMF), C(C)O (ethanol), O (water). Conditions: temperature 80 celsius, time 12 hour. Product: ClC1=C(C=C(C=C1)OC)C1=NNC2=NC=NC(=C21)N (3-(2-chloro-5-methoxyphenyl)-1H-pyrazolo[3,4-d]pyrimidin-4-amine). The yield is 7.9%. As a reaction SMILES: I[C:2]1[C:10]2[C:5](=[N:6][CH:7]=[N:8][C:9]=2[NH2:11])[NH:4][N:3]=1.[Cl:12][C:13]1[CH:18]=[CH:17][C:16]([O:19][CH3:20])=[CH:15][C:14]=1B(O)O.C(=O)([O-])[O-].[Na+].[Na+].ClCCl>CN(C=O)C.C(O)C.O>[Cl:12][C:13]1[CH:18]=[CH:17][C:16]([O:19][CH3:20])=[CH:15][C:14]=1[C:2]1[C:10]2[C:5](=[N:6][CH:7]=[N:8][C:9]=2[NH2:11])[NH:4][N:3]=1 |f:2.3.4|. Reported procedure: To a solution of 3-iodo-1H-pyrazolo[3,4-d]pyrimidin-4-amine (1.0770 g, 4.12 mmoles) in DMF (10 ml), ethanol (5 ml) and water (5 ml), 2-chloro-5-methoxyphenyl boronic acid (1.00 g, 5.364 mmoles) and sodium carbonate (2.186 g, 20.63 mmoles) were added and the system is degassed for 30 min Tetrakis triphenylphosphine Palladium (0.905 g, 0.783 mmoles) was added under nitrogen atmosphere and heated to 80° C. After 12 h, the reaction mixture was celite filtered, concentrated and extracted with ethyl a... Reactants: CC(C)([O-])C.[K+] (potassium t-butoxide), BrC1=NC=CC(=C1)CO ((2-bromo-pyridin-4-yl)-methanol), FC(C=1C=C(C=C(C1)C(F)(F)F)NC(=O)N1CCN(CC1)C1=NSN=C1Cl)(F)F (4-(4-chloro-[1,2,5]thiadiazol-3-yl)-piperazine-1-carboxylic acid (3,5-bis-trifluoromethyl-phenyl)-amide), BrC1=NC=CC(=C1)C (2-Bromo-4-methyl-pyridine). The solvent is C(C)(C)(C)O (t-butanol). Run at time 8 hour. Yields the product FC(C=1C=C(C=C(C1)C(F)(F)F)NC(=O)N1CCN(CC1)C1=NSN=C1OCC1=CC(=NC=C1)Br)(F)F (N-[3,5-bis(trifluoromethyl)phenyl]-4-(4-{[(2-bromopyridin-4-yl)methyl]oxy}-1,2,5-thiadiazol-3-yl)piperazine-1-carboxamide). Reaction SMILES: CC(C)([O-])C.[K+].[Br:7][C:8]1[CH:13]=[C:12]([CH2:14][OH:15])[CH:11]=[CH:10][N:9]=1.BrC1C=C(C)C=CN=1.[F:24][C:25]([F:52])([F:51])[C:26]1[CH:27]=[C:28]([NH:36][C:37]([N:39]2[CH2:44][CH2:43][N:42]([C:45]3[C:49](Cl)=[N:48][S:47][N:46]=3)[CH2:41][CH2:40]2)=[O:38])[CH:29]=[C:30]([C:32]([F:35])([F:34])[F:33])[CH:31]=1>C(O)(C)(C)C>[F:52][C:25]([F:24])([F:51])[C:26]1[CH:27]=[C:28]([NH:36][C:37]([N:39]2[CH2:44][CH2:43][N:42]([C:45]3[C:49]([O:15][CH2:14][C:12]4[CH:11]=[CH:10][N:9]=[C:8]([Br:7])[CH:13]=4)=[N:48][S:47][N:46]=3)[CH2:41][CH2:40]2)=[O:38])[CH:29]=[C:30]([C:32]([F:33])([F:35])[F:34])[CH:31]=1 |f:0.1|. Procedure: To a solution of potassium t-butoxide (0.070 g, 0.63 mmol) and t-butanol (0.5 mL) was added dropwise with stirring (2-bromo-pyridin-4-yl)-methanol (0.078 g, 0.42 mmol, prepared in the similar fashion as Example 16a from 2-Bromo-4-methyl-pyridine), followed by 4-(4-chloro-[1,2,5]thiadiazol-3-yl)-piperazine-1-carboxylic acid (3,5-bis-trifluoromethyl-phenyl)-amide (0.100 g, 0.21 mmol; prepared in Example 10b). The mixture was stirred at room temperature overnight. LC/MS analysis indicated formation...